Dataset: the Open Reaction Database (ORD), a public repository of structured organic reaction records. Task: describe an organic reaction: reactants, conditions, products, and yield The solvent is CCOC(=O)C (EtOAc). Reaction SMILES: [NH:1]1[CH:6]=[CH:5][CH:4]=[CH:3][C:2]1=[O:7].Br[C:9]1[CH:14]=[CH:13][C:12]([CH3:15])=[CH:11][N:10]=1.C([O-])([O-])=O.[K+].[K+]>CCOC(C)=O.[Cu]>[CH3:15][C:12]1[CH:13]=[CH:14][C:9]([N:1]2[CH:6]=[CH:5][CH:4]=[CH:3][C:2]2=[O:7])=[N:10][CH:11]=1 |f:2.3.4|. Reactants: N1C(C=CC=C1)=O (2-Pyridinone), BrC1=NC=C(C=C1)C (2-bromo-5-methylpyridine), C(=O)([O-])[O-].[K+].[K+] (K2CO3). Reagents/catalysts: [Cu] (Copper). Reported procedure: 2-Pyridinone (1.00 g, 10.5 mmol), 2-bromo-5-methylpyridine (1.81 g, 10.5 mmol), Copper (0.013 g, 0.20 mmol) and K2CO3 (1.60 g, 11.6 mmol) were heated at 180° C. for 16 hrs. The brown reaction mixture was cooled, diluted with EtOAc and washed with saturated NaHCO3. The aqueous layer was extracted with EtOAc (2×) and the combined organic extracts were washed with brine, dried (Na2SO4) and evaporated in vacuo. The residue was chromatographed (silica gel, EtOAc as eluent) to afford the title compoun... Product: CC=1C=CC(=NC1)N1C(C=CC=C1)=O (5'-Methyl-[1,2']bipyridinyl-2-one). RXN SMILES: [CH2:1]([O:3][P:4]([CH2:9][NH:10][C:11]1[CH:20]=[CH:19][C:18]2[C:13](=[CH:14][CH:15]=[CH:16][CH:17]=2)[C:12]=1[N+:21]([O-])=O)(=[O:8])[O:5][CH2:6][CH3:7])[CH3:2]>C(O)(=O)C.C(OCC)(=O)C.[Fe]>[CH2:6]([O:5][P:4]([CH2:9][NH:10][C:11]1[CH:20]=[CH:19][C:18]2[C:13](=[CH:14][CH:15]=[CH:16][CH:17]=2)[C:12]=1[NH2:21])(=[O:8])[O:3][CH2:1][CH3:2])[CH3:7]. Reported procedure: 170 mg of (1-nitro-2-naphthylamino)-methanephosphonic acid diethyl ester is reduced in 2 ml of glacial acetic acid with 10 equivalents of iron powder. After two hours, the mixture becomes viscous and then solid. It is diluted with ethyl acetate, the iron is removed, and it is chromatographed with ethyl acetate. The product is obtained in 60% yield. Run at time 2 hour. Yield: 60.0%. The reagents and catalysts are [Fe] (iron). Starting materials: C(C)OP(OCC)(=O)CNC1=C(C2=CC=CC=C2C=C1)[N+](=O)[O-] ((1-nitro-2-naphthylamino)-methanephosphonic acid diethyl ester). The solvent is C(C)(=O)O (acetic acid), C(C)(=O)OCC (ethyl acetate). Product: C(C)OP(OCC)(=O)CNC1=C(C2=CC=CC=C2C=C1)N ((1-Amino-2-naphthylamino)-methanephosphonic acid diethyl ester). Starting materials: C(C)(C)C1=CC=C(C=C1)CCCC(CO)C (5-(4-Isopropylphenyl)-2-methyl-1-pentanol), Ru, [H][H] (hydrogen). Conditions: time 15 hour. The product is C(C)(C)C1CCC(CC1)CCCC(CO)C (5-(4-isopropylcyclohexyl)-2-methyl-1-pentanol). Yield: 97.3%. As a reaction SMILES: [CH:1]([C:4]1[CH:9]=[CH:8][C:7]([CH2:10][CH2:11][CH2:12][CH:13]([CH3:16])[CH2:14][OH:15])=[CH:6][CH:5]=1)([CH3:3])[CH3:2].[H][H]>>[CH:1]([CH:4]1[CH2:9][CH2:8][CH:7]([CH2:10][CH2:11][CH2:12][CH:13]([CH3:16])[CH2:14][OH:15])[CH2:6][CH2:5]1)([CH3:3])[CH3:2]. Reported procedure: 100 g of 5-(4-Isopropylphenyl)-2-methyl-1-pentanol (obtained as described in EP 0 908 439) combined with 1.5 g Ru on aluminium oxide (Ru content 5 wt. %) were hydrogenated at a hydrogen pressure of 25 bar and at a temperature of 110° C. After 15 hours the reaction was finished. The catalyst was removed and the product distilled. 100 g (content 99.7%) of 5-(4-isopropylcyclohexyl)-2-methyl-1-pentanol were obtained. Procedure: Hydrazine monohydrate (11.3 ml) was added to a solution of 4-amino-5-chloro-N-(1-(5-(2,3-dihydro-1,3-dioxo-1 H-isoindol-2-yl)pentyl)-piperidin-4-ylmethyl)-2-methoxybenzamide (60 g) in ethanol (0.6 L), and the mixture was refluxed under heating for 4 hr. The precipitated crystals were filtered off, and the solvent was evaporated under reduced pressure. The obtained residue was purified by silica gel column chromatography (chloroform:methanol=10:1) to give 37.0 g of 4-amino-N-(1-(5-aminopentyl)pip... The solvent is C(C)O (ethanol). The reactants are O.NN (Hydrazine monohydrate), NC1=CC(=C(C(=O)NCC2CCN(CC2)CCCCCN2C(C3=CC=CC=C3C2=O)=O)C=C1Cl)OC (4-amino-5-chloro-N-(1-(5-(2,3-dihydro-1,3-dioxo-1 H-isoindol-2-yl)pentyl)-piperidin-4-ylmethyl)-2-methoxybenzamide). The yield is 82.6%. The product is NC1=CC(=C(C(=O)NCC2CCN(CC2)CCCCCN)C=C1Cl)OC (4-amino-N-(1-(5-aminopentyl)piperidin-4-ylmethyl) -5-chloro-2-methoxybenzamide). RXN SMILES: O.NN.[NH2:4][C:5]1[C:36]([Cl:37])=[CH:35][C:8]([C:9]([NH:11][CH2:12][CH:13]2[CH2:18][CH2:17][N:16]([CH2:19][CH2:20][CH2:21][CH2:22][CH2:23][N:24]3C(=O)C4C(=CC=CC=4)C3=O)[CH2:15][CH2:14]2)=[O:10])=[C:7]([O:38][CH3:39])[CH:6]=1>C(O)C>[NH2:4][C:5]1[C:36]([Cl:37])=[CH:35][C:8]([C:9]([NH:11][CH2:12][CH:13]2[CH2:14][CH2:15][N:16]([CH2:19][CH2:20][CH2:21][CH2:22][CH2:23][NH2:24])[CH2:17][CH2:18]2)=[O:10])=[C:7]([O:38][CH3:39])[CH:6]=1 |f:0.1|. Starting materials: C(C)(=O)O[BH-](OC(C)=O)OC(C)=O.[Na+] (Sodium triacetoxyborohydride), ClC1=NC=C(C=O)C=C1 (6-chloronicotinaldehyde), C(C)(=O)O (acetic acid), CN1CCNCC1 (1-Methylpiperazine). Run in C(Cl)Cl (DCM), O (Water), C(Cl)Cl (DCM). Run at time 3 hour. The product is ClC1=CC=C(C=N1)CN1CCN(CC1)C (1-(6-chloro-pyridin-3-ylmethyl)-4-methyl-piperazine). Isolated yield 85.3%. RXN SMILES: [Cl:1][C:2]1[CH:9]=[CH:8][C:5]([CH:6]=O)=[CH:4][N:3]=1.[CH3:10][N:11]1[CH2:16][CH2:15][NH:14][CH2:13][CH2:12]1.C(O)(=O)C.C(O[BH-](OC(=O)C)OC(=O)C)(=O)C.[Na+]>C(Cl)Cl.O>[Cl:1][C:2]1[N:3]=[CH:4][C:5]([CH2:6][N:14]2[CH2:15][CH2:16][N:11]([CH3:10])[CH2:12][CH2:13]2)=[CH:8][CH:9]=1 |f:3.4|. Procedure: In a 500 ml round bottom flask 6-chloronicotinaldehyde (5 g, 35.3 mmol, Eq: 1.00) was suspended in DCM (350 ml). 1-Methylpiperazine (4.42 g, 4.9 ml, 44.2 mmol, Eq: 1.25) was added, followed by acetic acid (4.24 g, 4.04 ml, 70.6 mmol, eq: 2.0). Sodium triacetoxyborohydride (11.2 g, 53.0 mmol, Eq: 1.5) was added by portions over several minutes. The reaction stirred at room temperature for three hours. Water and DCM were added and the layers were separated. The aqueous layer was brought to pH 10 w... The reactants are COC(=O)c1c(NC(C)=O)c2cc(-c3ccc(Cl)cc3)c(-c3ccc(Cl)cc3Cl)nc2n(C)c1=O, CNC, Cc1ccccc1, Cl. The product is CC(=O)Nc1c(C(=O)N(C)C)c(=O)n(C)c2nc(-c3ccc(Cl)cc3Cl)c(-c3ccc(Cl)cc3)cc12. Reaction SMILES: [C:5]([CH3:6])(=[O:7])[NH:8][c:9]1[c:10]([C:36](=[O:37])[O:38][CH3:39])[c:11](=[O:35])[n:12]([CH3:34])[c:13]2[n:14][c:15](-[c:26]3[c:27]([Cl:33])[cH:28][c:29]([Cl:32])[cH:30][cH:31]3)[c:16](-[c:19]3[cH:20][cH:21][c:22]([Cl:25])[cH:23][cH:24]3)[cH:17][c:18]12.[CH3:2][NH:3][CH3:4].[CH3:40][c:41]1[cH:42][cH:43][cH:44][cH:45][cH:46]1.[ClH:1]>>[CH3:2][N:3]([CH3:4])[C:36]([c:10]1[c:9]([NH:8][C:5]([CH3:6])=[O:7])[c:18]2[c:13]([n:12]([CH3:34])[c:11]1=[O:35])[n:14][c:15](-[c:26]1[c:27]([Cl:33])[cH:28][c:29]([Cl:32])[cH:30][cH:31]1)[c:16](-[c:19]1[cH:20][cH:21][c:22]([Cl:25])[cH:23][cH:24]1)[cH:17]2)=[O:37]. The reactants are COC(CC1=CC=C(C=C1)C1=CC(=CC=C1)C=O)=O ((3′-Formyl-biphenyl-4-yl)-acetic acid methyl ester), C(C)(=O)O[BH-](OC(C)=O)OC(C)=O.[Na+] (sodium triacetoxyborohydride), C(C)(=O)O (acetic acid), C1NCC2=CC=CC=C12 (iso-indoline). Run in CO (methanol). Run at time 1 hour. Product: COC(CC1=CC=C(C=C1)C1=CC(=CC=C1)CN1CC2=CC=CC=C2C1)=O ([3′-(1,3-Dihydro-iso-indol-2-ylmethyl)-biphenyl-4-yl]-acetic acid methyl ester). Isolated yield 31.3%. As a reaction SMILES: [CH3:1][O:2][C:3](=[O:19])[CH2:4][C:5]1[CH:10]=[CH:9][C:8]([C:11]2[CH:16]=[CH:15][CH:14]=[C:13]([CH:17]=O)[CH:12]=2)=[CH:7][CH:6]=1.C(O)(=O)C.[CH2:24]1[C:32]2[C:27](=[CH:28][CH:29]=[CH:30][CH:31]=2)[CH2:26][NH:25]1.C(O[BH-](OC(=O)C)OC(=O)C)(=O)C.[Na+]>CO>[CH3:1][O:2][C:3](=[O:19])[CH2:4][C:5]1[CH:10]=[CH:9][C:8]([C:11]2[CH:16]=[CH:15][CH:14]=[C:13]([CH2:17][N:25]3[CH2:26][C:27]4[C:32](=[CH:31][CH:30]=[CH:29][CH:28]=4)[CH2:24]3)[CH:12]=2)=[CH:7][CH:6]=1 |f:3.4|. Procedure: (3′-Formyl-biphenyl-4-yl)-acetic acid methyl ester (1.22 g), acetic acid (0.23 mL) and iso-indoline (0.48 g) were combined in methanol (10 mL). After 1 hour, sodium triacetoxyborohydride (1.27 g) was added and stirred for 18 hours, at room temperature, under nitrogen. The reaction was quenched with 0.880 ammonia solution and concentrated. The residue was dissolved in methanol and loaded onto a conditioned SCX cartridge (50 g Varian). The cartridge was washed with methanol (3×50 mL), then eluted ...